This data is from the Open Reaction Database (ORD), a public repository of structured organic reaction records. The task is: describe an organic reaction: reactants, conditions, products, and yield Reactants: C(C1=CC=CC=C1)(=O)C1=CC=C(C(=O)N)C=C1 (4-benzoylbenzamide), ClCC(=O)CCl (1,3-dichloroacetone). The product is C(C1=CC=CC=C1)(=O)C1=CC=C(C=C1)C=1OC=C(N1)CCl (2-(4-benzoylphenyl)-4-chloromethyloxazole). Yield: 46.0%. RXN SMILES: [C:1]([C:9]1[CH:17]=[CH:16][C:12]([C:13]([NH2:15])=[O:14])=[CH:11][CH:10]=1)(=[O:8])[C:2]1[CH:7]=[CH:6][CH:5]=[CH:4][CH:3]=1.[Cl:18][CH2:19][C:20]([CH2:22]Cl)=O>>[C:1]([C:9]1[CH:10]=[CH:11][C:12]([C:13]2[O:14][CH:22]=[C:20]([CH2:19][Cl:18])[N:15]=2)=[CH:16][CH:17]=1)(=[O:8])[C:2]1[CH:3]=[CH:4][CH:5]=[CH:6][CH:7]=1. Reported procedure: In substantially the same manner as in Reference Example 47, 4-benzoylbenzamide was allowed to react with 1,3-dichloroacetone to give 2-(4-benzoylphenyl)-4-chloromethyloxazole. The yield was 46%. Recrystallization from ethyl acetate-hexane gave colorless prisms, mp 138-139° C. Starting materials: CC1=CC=C(C=C1)C1=CC=C2CCN(CC2=C1)C(=O)NC1=CC=C(CCl)C=C1 (4-(7-(4-methylphenyl)-1,2,3,4-tetrahydroisoquinolin-2-ylcarbonylamino)benzyl chloride), C(C)N1CCCCC1 (1-ethylpiperidine). The solvent is CN(C=O)C (dimethylformamide). Product: [Cl-].C(C)[N+]1(CCCCC1)CC1=CC=C(C=C1)NC(=O)N1CC2=CC(=CC=C2CC1)C1=CC=C(C=C1)C (1-ethyl-1-(4-((7-(4-methylphenyl)-1,2,3,4-tetrahydroisoquinolin-2-yl)carbonylamino)benzyl)piperidinium chloride). As a reaction SMILES: [CH3:1][C:2]1[CH:7]=[CH:6][C:5]([C:8]2[CH:17]=[C:16]3[C:11]([CH2:12][CH2:13][N:14]([C:18]([NH:20][C:21]4[CH:28]=[CH:27][C:24]([CH2:25][Cl:26])=[CH:23][CH:22]=4)=[O:19])[CH2:15]3)=[CH:10][CH:9]=2)=[CH:4][CH:3]=1.[CH2:29]([N:31]1[CH2:36][CH2:35][CH2:34][CH2:33][CH2:32]1)[CH3:30]>CN(C)C=O>[Cl-:26].[CH2:29]([N+:31]1([CH2:25][C:24]2[CH:27]=[CH:28][C:21]([NH:20][C:18]([N:14]3[CH2:13][CH2:12][C:11]4[C:16](=[CH:17][C:8]([C:5]5[CH:4]=[CH:3][C:2]([CH3:1])=[CH:7][CH:6]=5)=[CH:9][CH:10]=4)[CH2:15]3)=[O:19])=[CH:22][CH:23]=2)[CH2:36][CH2:35][CH2:34][CH2:33][CH2:32]1)[CH3:30] |f:3.4|. Procedure details: A solution of 4-(7-(4-methylphenyl)-1,2,3,4-tetrahydroisoquinolin-2-ylcarbonylamino)benzyl chloride (0.2 g) and 1-ethylpiperidine (0.21 ml) in dimethylformamide (5 ml) was stirred overnight at room temperature under a nitrogen atmosphere. The reaction mixture was evaporated to remove the solvent and was mixed with ethyl acetate, and the precipitate was collected by filtration to obtain 1-ethyl-1-(4-((7-(4-methylphenyl)-1,2,3,4-tetrahydroisoquinolin-2-yl)carbonylamino)benzyl)piperidinium chloride... RXN SMILES: [Br-:1].[CH3:2][Mg+:3].[Cl:4][c:5]1[cH:6][c:7]([CH:15]([C:16](=[O:17])[NH:18][c:19]2[n:20][cH:21][cH:22][n:23][cH:24]2)[CH2:25][CH:26]2[CH2:27][C:28](=[O:31])[CH2:29][CH2:30]2)[cH:8][cH:9][c:10]1[S:11](=[O:12])(=[O:13])[CH3:14].[O:32]1[CH2:33][CH2:34][CH2:35][CH2:36]1>>[CH3:2][C:28]1([OH:31])[CH2:27][CH:26]([CH2:25][CH:15]([c:7]2[cH:6][c:5]([Cl:4])[c:10]([S:11](=[O:12])(=[O:13])[CH3:14])[cH:9][cH:8]2)[C:16](=[O:17])[NH:18][c:19]2[n:20][cH:21][cH:22][n:23][cH:24]2)[CH2:30][CH2:29]1. Starting materials: [Br-], C[Mg+], CS(=O)(=O)c1ccc(C(CC2CCC(=O)C2)C(=O)Nc2cnccn2)cc1Cl, C1CCOC1. The product is CC1(O)CCC(CC(C(=O)Nc2cnccn2)c2ccc(S(C)(=O)=O)c(Cl)c2)C1. Starting materials: CC1=C(C=CC=C1C)C(C)C1C(N=CO1)S(=O)(=O)C1=CC=C(C)C=C1 (5-(1-(2,3-dimethylphenyl)ethyl)-4-tosyl-4,5-dihydrooxazole), N (ammonia). Reaction conditions: temperature 110 celsius. Yields the product CC1=CC=CC(=C1C)C(C)C2=CNC=N2 (Medetomidine). Yield: 88.7%. Reaction SMILES: [CH3:1][C:2]1[C:7]([CH3:8])=[CH:6][CH:5]=[CH:4][C:3]=1[CH:9]([CH:11]1O[CH:14]=[N:13][CH:12]1S(C1C=CC(C)=CC=1)(=O)=O)[CH3:10].[NH3:26]>>[CH3:8][C:7]1[C:2]([CH3:1])=[C:3]([CH:9]([C:11]2[N:26]=[CH:14][NH:13][CH:12]=2)[CH3:10])[CH:4]=[CH:5][CH:6]=1. Procedure: Compound of formula (23) (3.16 g, 8.84 mmol), prepared according to example 4, was dissolved in ammonia-saturated ethanol (40 ml, containing approximately 160 mmol ammonia) and heated to 110° C. for 3 h. The mixture was then evaporated to dryness, and the residue was mixed with an aqueous, saturated solution of NaHCO3 (20 ml). The mixture was extracted with toluene (2×20 ml), and the combined extracts were washed with water (2×20 ml). The combined extracts were then extracted with 10% aqueous HC... Yields the product FC(C1=CC=C(C=N1)C(C)(C)O)(F)F (2-(6-Trifluoromethyl-pyridin-3-yl)-propan-2-ol). RXN SMILES: C(OC(=O)C1[CH:10]=[CH:9][C:8]([C:11]([F:14])([F:13])[F:12])=[N:7][CH:6]=1)C.C[Mg]Cl.Cl.[Cl-].[Na+].C[O:23][C:24]([CH3:27])([CH3:26])[CH3:25]>O.O1CCCC1>[F:12][C:11]([F:14])([F:13])[C:8]1[N:7]=[CH:6][C:25]([C:24]([OH:23])([CH3:27])[CH3:26])=[CH:10][CH:9]=1 |f:3.4|. Starting materials: C[Mg]Cl (methylmagnesium chloride), Cl (hydrochloric acid), [Cl-].[Na+] (sodium chloride), C(C)OC(C1=CN=C(C=C1)C(F)(F)F)=O (6-trifluoromethyl-nicotinic acid ethyl ester), COC(C)(C)C (tert-butyl methyl ether). Solvent: O1CCCC1 (tetrahydrofuran), O (water). Procedure details: Cool the contents of an inerted reaction vessel containing technical grade 6-trifluoromethyl-nicotinic acid ethyl ester (45.6 moles; 10.00 kg) and tert-butyl methyl ether (71.6 L; 53.0 kg) to 10-15° C., and add the solution into a separate inerted reaction vessel cooled to 5-12° C. containing 3 M methylmagnesium chloride (136.8 moles; 45.6 L; 46.2 kg) and tetrahydrofuran (76.5 L; 68.0 kg). Observe a moderate exotherm during the addition, and maintain the internal reaction temperature between 15-... Conditions: temperature 8.5 celsius. The reactants are [BH4-], CC(C)(C)C1CCC(=O)CC1, CCOCCOCCO, [Na+], O=S(=O)(O)O, Cc1ccccc1C. The product is CC(C)(C)C1CCC(O)CC1. As a reaction SMILES: [BH4-:10].[C:12]([CH3:13])([CH3:14])([CH3:15])[CH:16]1[CH2:17][CH2:18][C:19](=[O:22])[CH2:20][CH2:21]1.[CH2:1]([O:2][CH2:3][CH2:4][O:5][CH2:6][CH2:7][OH:8])[CH3:9].[Na+:11].[S:23](=[O:24])(=[O:25])([OH:26])[OH:27].[c:28]1([CH3:29])[c:30]([CH3:31])[cH:32][cH:33][cH:34][cH:35]1>>[C:12]([CH3:13])([CH3:14])([CH3:15])[CH:16]1[CH2:17][CH2:18][CH:19]([OH:22])[CH2:20][CH2:21]1. Starting materials: BrC1=C2C=CC=NC2=CC=C1 (5-bromoquinoline), C1=CC(=CC(=C1)Cl)C(=O)OO (m-CPBA), [OH-].[Na+] (NaOH). The solvent is C(Cl)Cl (DCM). Conditions: time 3 hour. Product: BrC1=C2C=CC=[N+](C2=CC=C1)[O-] (5-Bromoquinoline 1-oxide). Isolated yield 100.3%. As a reaction SMILES: [Br:1][C:2]1[CH:11]=[CH:10][CH:9]=[C:8]2[C:3]=1[CH:4]=[CH:5][CH:6]=[N:7]2.C1C=C(Cl)C=C(C(OO)=[O:20])C=1.[OH-].[Na+]>C(Cl)Cl>[Br:1][C:2]1[CH:11]=[CH:10][CH:9]=[C:8]2[C:3]=1[CH:4]=[CH:5][CH:6]=[N+:7]2[O-:20] |f:2.3|. Procedure details: To a solution of 5-bromoquinoline (2.5 g, 12.02 mmol) in DCM (50 mL) was added m-CPBA (3.50 g, 15.62 mmol) in three portions at room temperature. Upon completion of addition, the reaction mixture was stirred at room temperature for 3 h. After this time, 1N NaOH (40 ml) was added to the reaction, and the resulting mixture was extracted with DCM (2×50 mL). The combined organic layers were washed with brine, dried over anhydrous MgSO4, filtered, and concentrated to afford the title compound (2.7 g,... Reactants: 19, COC(C=1C=C(C=CC1)C(O)C=1C=NC=CC1)OC (α-[3-(dimethoxymethyl)phenyl]-3-pyridinemethanol). Reagents/catalysts: [O-2].[Mn+4].[O-2] (manganese(IV) oxide). Run in ClCCl (dichloromethane). Product: 15.7, COC(C=1C=C(C=CC1)C(=O)C=1C=NC=CC1)OC ([3-(dimethoxymethyl)phenyl] (3-pyridinyl)methanone). Yield: 82.0%. As a reaction SMILES: [CH3:1][O:2][CH:3]([O:18][CH3:19])[C:4]1[CH:5]=[C:6]([CH:10]([C:12]2[CH:13]=[N:14][CH:15]=[CH:16][CH:17]=2)[OH:11])[CH:7]=[CH:8][CH:9]=1>[O-2].[Mn+4].[O-2].ClCCl>[CH3:1][O:2][CH:3]([O:18][CH3:19])[C:4]1[CH:5]=[C:6]([C:10]([C:12]2[CH:13]=[N:14][CH:15]=[CH:16][CH:17]=2)=[O:11])[CH:7]=[CH:8][CH:9]=1 |f:1.2.3|. Procedure: A mixture of 19 parts of α-[3-(dimethoxymethyl)phenyl]-3-pyridinemethanol, 36 parts of activated manganese(IV) oxide and 280 parts of dichloromethane was stirred over weekend at room temperature. The reaction mixture was filtered over silica gel and the filtrate was filtered again over diatomaceous earth and silica gel. The filtrate was evaporated and the residue was distilled in vacuo. The desired fraction was collected, yielding 15.7 parts (82%) of [3-(dimethoxymethyl)phenyl] (3-pyridinyl)meth... Starting materials: C(C)(C)(C)[Si](OC=1C=C2C=3CSC4=C(C3NC2=CC1)C=CC=C4)(C)C (8-(tert-Butyl-dimethyl-silanyloxy)-6,11-dihydro-5-thia-11-aza-benzo[a]fluorene), [H-].[Na+] (NaH), C(C)(=O)Cl (Acetyl chloride). The solvent is CN(C)C=O (DMF). Product: C(C)(C)(C)[Si](OC=1C=C2C=3CSC4=C(C3N(C2=CC1)C(C)=O)C=CC=C4)(C)C (1-[8(tert-butyl-dimethyl-silanyloxy)-6H-5-thia-11-aza-benzo[a]fluoren-11-yl]-ethanone). Reaction SMILES: [C:1]([Si:5]([CH3:25])([CH3:24])[O:6][C:7]1[CH:8]=[C:9]2[C:17](=[CH:18][CH:19]=1)[NH:16][C:15]1[C:14]3[CH:20]=[CH:21][CH:22]=[CH:23][C:13]=3[S:12][CH2:11][C:10]2=1)([CH3:4])([CH3:3])[CH3:2].[H-].[Na+].[C:28](Cl)(=[O:30])[CH3:29]>CN(C=O)C>[C:1]([Si:5]([CH3:25])([CH3:24])[O:6][C:7]1[CH:8]=[C:9]2[C:17](=[CH:18][CH:19]=1)[N:16]([C:28](=[O:30])[CH3:29])[C:15]1[C:14]3[CH:20]=[CH:21][CH:22]=[CH:23][C:13]=3[S:12][CH2:11][C:10]2=1)([CH3:4])([CH3:3])[CH3:2] |f:1.2|. Reported procedure: 8-(tert-Butyl-dimethyl-silanyloxy)-6,11-dihydro-5-thia-11-aza-benzo[a]fluorene (170 mg, 0.462 mmoL) in DMF (2 mL) was treated with NaH (60%, 37 mg, 0.925 mmoL) at 0° C. Acetyl chloride (52 mg, 0.693 mmoL) was added dropwise into the reaction 30 minutes later. The reaction mixture was than slowly warmed to room temperature over 2 hours. The reaction was quenched with saturated NH4Cl. The residue was partitioned between CH2Cl2 and saturated NaHCO3. The aqueous phase was extracted two times with CH...